Dataset: the Open Reaction Database (ORD), a public repository of structured organic reaction records. Task: describe an organic reaction: reactants, conditions, products, and yield Starting materials: [BH4-].[Na+] (sodium borohydride), C(C1=CC=CC=C1)[C@H]1N(CC[C@@H](C1)N)C(C1=CC(=CC(=C1)Cl)Cl)=O ((2R*,4S*)-2-benzyl-1-(3,5-dichlorobenzoyl)-4-piperidinamine), N1C=C(C2=CC=CC=C12)C=O (indole-3-carboxaldehyde), S(=O)(=O)([O-])[O-].[Mg+2] (magnesium sulfate). The solvent is C1(=CC=CC=C1)C (toluene), CO (methanol). The product is C(C1=CC=CC=C1)[C@H]1N(CC[C@@H](C1)NCC1=CNC2=CC=CC=C12)C(C1=CC(=CC(=C1)Cl)Cl)=O ((2R*,4S*)-2-benzyl-1-(3,5-dichlorobenzoyl)-N-(3-indolylmethyl)-4-piperidinamine). As a reaction SMILES: [CH2:1]([C@@H:8]1[CH2:13][C@@H:12]([NH2:14])[CH2:11][CH2:10][N:9]1[C:15](=[O:24])[C:16]1[CH:21]=[C:20]([Cl:22])[CH:19]=[C:18]([Cl:23])[CH:17]=1)[C:2]1[CH:7]=[CH:6][CH:5]=[CH:4][CH:3]=1.[NH:25]1[C:33]2[C:28](=[CH:29][CH:30]=[CH:31][CH:32]=2)[C:27]([CH:34]=O)=[CH:26]1.S([O-])([O-])(=O)=O.[Mg+2].[BH4-].[Na+]>C1(C)C=CC=CC=1.CO>[CH2:1]([C@@H:8]1[CH2:13][C@@H:12]([NH:14][CH2:34][C:27]2[C:28]3[C:33](=[CH:32][CH:31]=[CH:30][CH:29]=3)[NH:25][CH:26]=2)[CH2:11][CH2:10][N:9]1[C:15](=[O:24])[C:16]1[CH:21]=[C:20]([Cl:22])[CH:19]=[C:18]([Cl:23])[CH:17]=1)[C:2]1[CH:3]=[CH:4][CH:5]=[CH:6][CH:7]=1 |f:2.3,4.5|. Reported procedure: 200 mg (0.551 mmol) of (2R*,4S*)-2-benzyl-1-(3,5-dichlorobenzoyl)-4-piperidinamine are reacted in analogy to Example 2g with 80 mg (0.551 mmol) of indole-3-carboxaldehyde and 90 mg of magnesium sulfate in 2 ml of toluene and subsequently reduced with 22 mg (0.584 mmol) of sodium borohydride in 2 ml of methanol. The title compound ##STR96## is obtained (75 mg, 28%) as while foam. TLC:methylene chloride/methanol/cone. ammonia (400:50:1) Rf =0.49, FD-MS:M+ =491, 493. IR:3460, 1630 cm-1 . The reactants are O=C([O-])O, COc1cc2c(cc1[N+](=O)[O-])CN(C(=O)CCN1CCOCC1)CC2, CN(C)C=O, CCO, Cl, [Na+], O, O, Cl[Sn]Cl. The product is COc1cc2c(cc1N)CN(C(=O)CCN1CCOCC1)CC2. Reaction SMILES: [C:32](=[O:33])([OH:34])[O-:35].[CH3:1][O:2][c:3]1[cH:4][c:5]2[c:10]([cH:11][c:12]1[N+:13]([O-:14])=[O:15])[CH2:9][N:8]([C:16]([CH2:17][CH2:18][N:19]1[CH2:20][CH2:21][O:22][CH2:23][CH2:24]1)=[O:25])[CH2:7][CH2:6]2.[CH3:37][N:38]([CH3:39])[CH:40]=[O:41].[CH3:42][CH2:43][OH:44].[ClH:31].[Na+:36].[OH2:26].[OH2:27].[Sn:28]([Cl:29])[Cl:30]>>[CH3:1][O:2][c:3]1[cH:4][c:5]2[c:10]([cH:11][c:12]1[NH2:13])[CH2:9][N:8]([C:16]([CH2:17][CH2:18][N:19]1[CH2:20][CH2:21][O:22][CH2:23][CH2:24]1)=[O:25])[CH2:7][CH2:6]2. Reactants: benzyl, CN1C=C(C2=CC(=CC=C12)OS(=O)(=O)C(F)(F)F)C1=CC=2C(=NC=CC2)N1S(=O)(=O)C1=CC=C(C=C1)C (trifluoro-methanesulfonic acid 1-methyl-3-[1-(toluene-4-sulfonyl)-1H-pyrrolo[2,3-b]pyridin-2-yl]-1H-indol-5-yl ester), dichloro[1,1′-bis(diphenylphosphino)-ferrocene]palladium[II], C([O-])([O-])=O.[K+].[K+] (potassium carbonate), CN1C=C(C2=CC(=CC=C12)OS(=O)(=O)C(F)(F)F)C1=CC=2C(=NC=CC2)N1S(=O)(=O)C1=CC=C(C=C1)C (trifluoro-methanesulfonic acid 1-methyl-3-[1-(toluene-4-sulfonyl)-1H-pyrrolo[2,3-b]pyridin-2-yl]-1H-indol-5-yl ester), CN1C=C(C2=CC(=CC=C12)OS(=O)(=O)C(F)(F)F)C1=CC=2C(=NC=CC2)N1S(=O)(=O)C1=CC=C(C=C1)C (trifluoro-methanesulfonic acid 1-methyl-3-[1-(toluene-4-sulfonyl)-1H-pyrrolo[2,3-b]pyridin-2-yl]-1H-indol-5-yl ester). Solvent: CN(C=O)C (dimethylformamide). Conditions: temperature 80 celsius, time 8 hour. The product is C(C1=CC=CC=C1)OC(=O)N1CC=C(CC1)C=1C=C2C(=CN(C2=CC1)C)C1=CC=2C(=NC=CC2)N1S(=O)(=O)C1=CC=C(C=C1)C (2-[5-(1-benzyloxycarbonyl-1,2,5,6-tetrahydropyridin-4-yl)-1-methyl-1H-indol-3-yl]-1-(toluene-4-sulfonyl)-1H-pyrrolo[2,3-b]pyridine). As a reaction SMILES: [C:1](=[O:4])([O-])[O-:2].[K+].[K+].[CH3:7][N:8]1[C:16]2[C:11](=[CH:12][C:13](OS(C(F)(F)F)(=O)=O)=[CH:14][CH:15]=2)[C:10]([C:25]2[N:33]([S:34]([C:37]3[CH:42]=[CH:41][C:40]([CH3:43])=[CH:39][CH:38]=3)(=[O:36])=[O:35])[C:28]3=[N:29][CH:30]=[CH:31][CH:32]=[C:27]3[CH:26]=2)=[CH:9]1>CN(C)C=O>[CH2:10]([O:2][C:1]([N:29]1[CH2:30][CH2:31][C:32]([C:13]2[CH:12]=[C:11]3[C:16](=[CH:15][CH:14]=2)[N:8]([CH3:7])[CH:9]=[C:10]3[C:25]2[N:33]([S:34]([C:37]3[CH:42]=[CH:41][C:40]([CH3:43])=[CH:39][CH:38]=3)(=[O:35])=[O:36])[C:28]3=[N:29][CH:30]=[CH:31][CH:32]=[C:27]3[CH:26]=2)=[CH:27][CH2:28]1)=[O:4])[C:11]1[CH:16]=[CH:15][CH:14]=[CH:13][CH:12]=1 |f:0.1.2|. Procedure: A mixture of benzyl 1-[3,6-dihydro-4-(4,4,5,5-tetramethyl-1,3,2-dioxaborolan-2-yl](2H)pyridinecarboxylate (2 g, prepared according to the procedure described by P. Eastwood, Tetrahedron Letters, 2000, 41, pages 3705-3708), dichloro[1,1′-bis(diphenylphosphino)-ferrocene]palladium[II] (0.25 g) and potassium carbonate (2.42 g), under nitrogen, was treated with a solution of trifluoro-methanesulfonic acid 1-methyl-3-[1-(toluene-4-sulfonyl)-1H-pyrrolo[2,3-b]pyridin-2-yl]-1H-indol-5-yl ester [1.6 g, R...